Dataset: the Open Reaction Database (ORD), a public repository of structured organic reaction records. Task: describe an organic reaction: reactants, conditions, products, and yield Starting materials: BrCC(C(C)C)=O (1-bromo-3-methylbutan-2-one), C1(C=2C(C(N1)=O)=CC=CC2)=O.[K] (potassium phthalimide). The product is CC(C(CN1C(C2=CC=CC=C2C1=O)=O)=O)C (2-(3-Methyl-2-oxobutyl)-1H-isoindole-1,3(2H)-dione). Isolated yield 74.1%. As a reaction SMILES: Br[CH2:2][C:3](=[O:7])[CH:4]([CH3:6])[CH3:5].[C:8]1(=[O:18])[NH:12][C:11](=[O:13])[C:10]2=[CH:14][CH:15]=[CH:16][CH:17]=[C:9]12.[K]>>[CH3:5][CH:4]([CH3:6])[C:3](=[O:7])[CH2:2][N:12]1[C:8](=[O:18])[C:9]2[C:10](=[CH:14][CH:15]=[CH:16][CH:17]=2)[C:11]1=[O:13] |f:1.2,^1:18|. Reported procedure: The same operation as in Example (15b) was performed using 1-bromo-3-methylbutan-2-one obtained in Example (35a) (3.94 g, 23.9 mmol) and potassium phthalimide (4.4 g, 23.8 mmol), to obtain 4.08 g of the title compound as a white solid (74%). Starting materials: CCOC(=O)c1csc(NC(=O)OC(C)(C)C)n1, C1CCOC1, Cc1ccccc1. Product: CC(C)(C)OC(=O)Nc1nc(CO)cs1. As a reaction SMILES: [C:1]([CH3:2])([CH3:3])([CH3:4])[O:5][C:6](=[O:7])[NH:8][c:9]1[s:10][cH:11][c:12]([C:14](=[O:15])[O:16][CH2:17][CH3:18])[n:13]1.[CH2:19]1[O:20][CH2:21][CH2:22][CH2:23]1.[CH3:24][c:25]1[cH:26][cH:27][cH:28][cH:29][cH:30]1>>[C:1]([CH3:2])([CH3:3])([CH3:4])[O:5][C:6](=[O:7])[NH:8][c:9]1[s:10][cH:11][c:12]([CH2:14][OH:15])[n:13]1. Starting materials: C(C)(=O)OC1CC(OC2=CC(=C(C=C12)OC(C)=O)C(C)(C)C)(COC1=CC=C(C=C1)[N+](=O)[O-])C (4,6-diacetoxy-7-t-butyl-2-methyl-2-(4-nitrophenoxymethyl)chroman), O.C1(=CC=C(C=C1)S(=O)(=O)O)C (p-toluenesulfonic acid monohydrate). The solvent is C1=CC=CC=C1 (benzene). Product: C(C)(=O)OC=1C=C2C=CC(OC2=CC1C(C)(C)C)(COC1=CC=C(C=C1)[N+](=O)[O-])C (6-Acetoxy-7-t-butyl-2-methyl-2-(4-nitrophenoxymethyl)-2H-chromene). As a reaction SMILES: C(O[CH:5]1[C:14]2[C:9](=[CH:10][C:11]([C:19]([CH3:22])([CH3:21])[CH3:20])=[C:12]([O:15][C:16](=[O:18])[CH3:17])[CH:13]=2)[O:8][C:7]([CH3:34])([CH2:23][O:24][C:25]2[CH:30]=[CH:29][C:28]([N+:31]([O-:33])=[O:32])=[CH:27][CH:26]=2)[CH2:6]1)(=O)C.O.C1(C)C=CC(S(O)(=O)=O)=CC=1>C1C=CC=CC=1>[C:16]([O:15][C:12]1[CH:13]=[C:14]2[C:9](=[CH:10][C:11]=1[C:19]([CH3:22])([CH3:21])[CH3:20])[O:8][C:7]([CH3:34])([CH2:23][O:24][C:25]1[CH:26]=[CH:27][C:28]([N+:31]([O-:33])=[O:32])=[CH:29][CH:30]=1)[CH:6]=[CH:5]2)(=[O:18])[CH3:17] |f:1.2|. Procedure details: A mixture of 2.4 g of 4,6-diacetoxy-7-t-butyl-2-methyl-2-(4-nitrophenoxymethyl)chroman (prepared as described in Preparation 56), 0.1 g of p-toluenesulfonic acid monohydrate and 50 ml of benzene was heated under reflux for 1 hour. The reaction solution was cooled, washed with a saturated aqueous solution of sodium bicarbonate, and then with water, and dried over anhydrous sodium sulfate. The solvent was distilled off under reduced pressure, to give the title compound as a yellow oil. The reactants are CN1N=C2C=CC=C(C2=C1)[C@@H]1[C@@H](C1)CO (cis-[2-(2-methyl-2H-indazol-4-yl)cyclopropyl]methanol), N(=NC(=O)OCC)C(=O)OCC (diethyl azodicarboxylate), C1(=CC=CC=C1)P(C1=CC=CC=C1)C1=CC=CC=C1 (triphenylphosphine), C1(C=2C(C(N1)=O)=CC=CC2)=O (phthalimide), N(=NC(=O)OCC)C(=O)OCC (diethyl azodicarboxylate), C1(=CC=CC=C1)P(C1=CC=CC=C1)C1=CC=CC=C1 (triphenylphosphine), C1(C=2C(C(N1)=O)=CC=CC2)=O (phthalimide). Solvent: O1CCCC1 (tetrahydrofuran), C1(=CC=CC=C1)C (toluene), C1(=CC=CC=C1)C (toluene). Reaction conditions: time 5 hour. Yields the product CN1N=C2C=CC=C(C2=C1)[C@@H]1[C@@H](C1)CN1C(C2=CC=CC=C2C1=O)=O (cis-2-{[2-(2-methyl-2H-indazol-4-yl)cyclopropyl]methyl}-1H-isoindole-1,3(2H)-dione). Reaction SMILES: [CH3:1][N:2]1[CH:10]=[C:9]2[C:4]([CH:5]=[CH:6][CH:7]=[C:8]2[C@H:11]2[CH2:13][C@H:12]2[CH2:14]O)=[N:3]1.N(C(OCC)=O)=NC(OCC)=O.C1(P(C2C=CC=CC=2)C2C=CC=CC=2)C=CC=CC=1.[C:47]1(=[O:57])[NH:51][C:50](=[O:52])[C:49]2=[CH:53][CH:54]=[CH:55][CH:56]=[C:48]12>O1CCCC1.C1(C)C=CC=CC=1>[CH3:1][N:2]1[CH:10]=[C:9]2[C:4]([CH:5]=[CH:6][CH:7]=[C:8]2[C@H:11]2[CH2:13][C@H:12]2[CH2:14][N:51]2[C:47](=[O:57])[C:48]3[C:49](=[CH:53][CH:54]=[CH:55][CH:56]=3)[C:50]2=[O:52])=[N:3]1. Procedure details: Under argon gas atmosphere, to a solution of cis-[2-(2-methyl-2H-indazol-4-yl)cyclopropyl]methanol (130 mg, 0.643 mmol) in tetrahydrofuran (6.5 mL) were added a solution (40%, 0.351 mL, 0.771 mmol) of diethyl azodicarboxylate in toluene, triphenylphosphine (219 mg, 0.835 mmol) and phthalimide (123 mg, 0.836 mmol), and the mixture was stirred at room temperature for 5 hr. To the reaction mixture was added a solution (40%, 0.176 mL, 0.386 mmol) of diethyl azodicarboxylate in toluene, triphenylphos... Starting materials: O1COC2=C1C=CC(=C2)C2=NC1=C(N2CCCC(=O)OCC)C=CC=C1 (ethyl 2-(1,3-benzodioxol-5-yl)-1H-benzimidazole-1-butanoate), [OH-].[Li+] (lithium hydroxide). Solvent: C1CCOC1 (THF). Reaction conditions: time 8 hour. Product: O1COC2=C1C=CC(=C2)C2=NC1=C(N2CCCC(=O)O)C=CC=C1 (2-(1,3-benzodioxol-5-yl)-1H-benzimidazole-1-butanoic acid). Isolated yield 74.9%. Reaction SMILES: [O:1]1[C:5]2[CH:6]=[CH:7][C:8]([C:10]3[N:14]([CH2:15][CH2:16][CH2:17][C:18]([O:20]CC)=[O:19])[C:13]4[CH:23]=[CH:24][CH:25]=[CH:26][C:12]=4[N:11]=3)=[CH:9][C:4]=2[O:3][CH2:2]1.[OH-].[Li+]>C1COCC1>[O:1]1[C:5]2[CH:6]=[CH:7][C:8]([C:10]3[N:14]([CH2:15][CH2:16][CH2:17][C:18]([OH:20])=[O:19])[C:13]4[CH:23]=[CH:24][CH:25]=[CH:26][C:12]=4[N:11]=3)=[CH:9][C:4]=2[O:3][CH2:2]1 |f:1.2|. Procedure: A solution of 4 g (11.4 mmol) of ethyl 2-(1,3-benzodioxol-5-yl)-1H-benzimidazole-1-butanoate in 40 mL of THF was treated with 40 mL (80 mmol) of lithium hydroxide (2M in water), and the reaction was stirred at rt overnight. The mixture was washed with ether to remove non-acidic impurity. The aqueous layer was acidified with 3 N hydrochloric acid (HCl), and the solid was collected by filtration and dried in vacuo to give 2.77 g (75%) of 2-(1,3-benzodioxol-5-yl)-1H-benzimidazole-1-butanoic acid as... Reactants: CN(C1=CC=CC=C1)C=O (N-methylformanilide), P(=O)(Cl)(Cl)Cl (phosphoryl chloride), ice water, C(C)(=O)[O-].[Na+] (sodium acetate), N1C(=CC2=CC=CC=C12)C(=O)OCC (ethyl indole-2-carboxylate). Reaction conditions: time 15 minute. Solvent: ClCCCl (1,2-dichloroethane). Isolated yield 66.0%. Product: C(=O)C1=C(NC2=CC=CC=C12)C(=O)OCC (Ethyl 3-formylindole-2-carboxylate). RXN SMILES: CN([CH:9]=[O:10])C1C=CC=CC=1.P(Cl)(Cl)(Cl)=O.[NH:16]1[C:24]2[C:19](=[CH:20][CH:21]=[CH:22][CH:23]=2)[CH:18]=[C:17]1[C:25]([O:27][CH2:28][CH3:29])=[O:26].C([O-])(=O)C.[Na+]>ClCCCl>[CH:9]([C:18]1[C:19]2[C:24](=[CH:23][CH:22]=[CH:21][CH:20]=2)[NH:16][C:17]=1[C:25]([O:27][CH2:28][CH3:29])=[O:26])=[O:10] |f:3.4|. Procedure: A mixture of N-methylformanilide (2.25 ml) and phosphoryl chloride (1.70 ml) was stirred at ambient temperature for 15 minutes. 1,2-dichloroethane (30 ml) was then added, followed by ethyl indole-2-carboxylate (3 g) and the reaction was heated at reflux for 90 minutes. The reaction mixture was then poured into a mixture of ice/water (200 ml) and sodium acetate (10 g) and extracted with ethyl acetate (2×200 ml). Combined organic phases were evaporated and the crude residue purified by column chro... Run at temperature 65 celsius, time 2 hour. The product is NC1=C([Se]C2=NC=CC=C21)C(=O)OCC (Ethyl 3-aminoselenopheno[2,3-b]pyridine-2-carboxylate). Yield: 77.4%. Procedure details: To a suspension of sodium selenide (0.9 g, 7.2 mmol, prepared from 0.75 g of selenium as described above) in DMF (7 mL) was added a solution of 2-chloropyridine-3-carbonitrile (1 g, 7.2 mmol) in DMF (3 mL) at rt for 5 min and stirred the mixture at 60-70° C. for 2 h. Then ethyl chloroacetate (0.78 mL, 7.22 mmol) was added dropwise to the reaction mixture and again stirred at 60-70° C. for 2 h. Then, a solution of sodium methoxide (0.39 g, 7.2 mmol) in methanol (7 mL) was added dropwise and stirr... The reactants are ClC1=NC=CC=C1C#N (2-chloropyridine-3-carbonitrile), C[O-].[Na+] (sodium methoxide), [Se-2].[Na+].[Na+] (sodium selenide), ClCC(=O)OCC (ethyl chloroacetate). Run in CN(C)C=O (DMF), O (water), CO (methanol), CN(C)C=O (DMF). As a reaction SMILES: [Se-2:1].[Na+].[Na+].Cl[C:5]1[C:10]([C:11]#[N:12])=[CH:9][CH:8]=[CH:7][N:6]=1.Cl[CH2:14][C:15]([O:17][CH2:18][CH3:19])=[O:16].C[O-].[Na+]>CN(C=O)C.CO.O>[NH2:12][C:11]1[C:10]2[C:5](=[N:6][CH:7]=[CH:8][CH:9]=2)[Se:1][C:14]=1[C:15]([O:17][CH2:18][CH3:19])=[O:16] |f:0.1.2,5.6|.